Task: describe an organic reaction: reactants, conditions, products, and yield. Dataset: the Open Reaction Database (ORD), a public repository of structured organic reaction records As a reaction SMILES: [Br:17][CH2:18][CH2:19][CH2:20][N:21]1[C:22](=[O:31])[c:23]2[c:24]([cH:27][cH:28][cH:29][cH:30]2)[C:25]1=[O:26].[H-:1].[Na+:2].[O:32]=[CH:33][N:34]([CH3:35])[CH3:36].[O:3]1[CH2:4][CH2:5][N:6]([CH2:9][c:10]2[cH:11][c:12]([OH:16])[cH:13][cH:14][cH:15]2)[CH2:7][CH2:8]1>>[O:3]1[CH2:4][CH2:5][N:6]([CH2:9][c:10]2[cH:11][c:12]([O:16][CH2:18][CH2:19][CH2:20][N:21]3[C:22](=[O:31])[c:23]4[c:24]([cH:27][cH:28][cH:29][cH:30]4)[C:25]3=[O:26])[cH:13][cH:14][cH:15]2)[CH2:7][CH2:8]1. The product is O=C1c2ccccc2C(=O)N1CCCOc1cccc(CN2CCOCC2)c1. Starting materials: O=C1c2ccccc2C(=O)N1CCCBr, [H-], [Na+], CN(C)C=O, Oc1cccc(CN2CCOCC2)c1. Reactants: Nc1cccc(-c2c(Cc3ccccc3)cnc3c(C(F)(F)F)cccc23)c1, O=Cc1ccc(C(F)(F)F)cc1C(F)(F)F. Yields the product FC(F)(F)c1ccc(CNc2cccc(-c3c(Cc4ccccc4)cnc4c(C(F)(F)F)cccc34)c2)c(C(F)(F)F)c1. RXN SMILES: [CH2:1]([c:2]1[cH:3][cH:4][cH:5][cH:6][cH:7]1)[c:8]1[cH:9][n:10][c:11]2[c:12]([C:25]([F:26])([F:27])[F:28])[cH:13][cH:14][cH:15][c:16]2[c:17]1-[c:18]1[cH:19][c:20]([NH2:24])[cH:21][cH:22][cH:23]1.[F:29][C:30]([c:31]1[c:32]([CH:33]=[O:34])[cH:35][cH:36][c:37]([C:39]([F:40])([F:41])[F:42])[cH:38]1)([F:43])[F:44]>>[CH2:1]([c:2]1[cH:3][cH:4][cH:5][cH:6][cH:7]1)[c:8]1[cH:9][n:10][c:11]2[c:12]([C:25]([F:26])([F:27])[F:28])[cH:13][cH:14][cH:15][c:16]2[c:17]1-[c:18]1[cH:19][c:20]([NH:24][CH2:33][c:32]2[c:31]([C:30]([F:29])([F:43])[F:44])[cH:38][c:37]([C:39]([F:40])([F:41])[F:42])[cH:36][cH:35]2)[cH:21][cH:22][cH:23]1.